From a dataset of the Open Reaction Database (ORD), a public repository of structured organic reaction records. describe an organic reaction: reactants, conditions, products, and yield Run at temperature 100 celsius. The product is COC(=O)C=1C=NC(=NC1)C1=CC=NC=C1 (2-pyridin-4-yl-pyrimidine-5-carboxylic acid methyl ester). Reported procedure: To a solution of isonicotinamidine hydrochloride (1 g, 6.35 mmol) in anhydrous DMF (12 mL) is added sodium salt of 2-dimethoxymethyl-3-hydroxy-acrylic acid methyl ester (1.46 g, 7.36 mmol) and the reaction mixture is heated at 100° C. under nitrogen for 1 h. The reaction is cooled to room temperature and water (48 mL) is added. The precipitate is collected by filtration, washed with water and vacuum dried to afford 2-pyridin-4-yl-pyrimidine-5-carboxylic acid methyl ester (1.2 g, 88%). MS: 216 (M... Reaction SMILES: Cl.[C:2]([NH2:10])(=[NH:9])[C:3]1[CH:8]=[CH:7][N:6]=[CH:5][CH:4]=1.[Na].[CH3:12][O:13][C:14](=[O:23])[C:15]([CH:18](OC)OC)=[CH:16]O.O>CN(C=O)C>[CH3:12][O:13][C:14]([C:15]1[CH:16]=[N:9][C:2]([C:3]2[CH:8]=[CH:7][N:6]=[CH:5][CH:4]=2)=[N:10][CH:18]=1)=[O:23] |f:0.1,^1:10|. The reactants are Cl.C(C1=CC=NC=C1)(=N)N (isonicotinamidine hydrochloride), [Na] (sodium), COC(C(=CO)C(OC)OC)=O (2-dimethoxymethyl-3-hydroxy-acrylic acid methyl ester), O (water). The solvent is CN(C)C=O (DMF). Isolated yield 87.8%. Starting materials: BrC1=CC=C(C=C1)Br (1,4-dibromobenzene), [Mg] (magnesium), C(C)OCC (diethyl ether), C(#N)C1=NC=CC=C1 (2-cyanopyridine), C(C)OCC (diethyl ether), Cl (HCl). Run at temperature 0 celsius, time 15 minute. Product: N1=C(C=CC=C1)C(=O)C1=CC=C(C=C1)Br (4-[2-pyridylcarbonyl]bromobenzene). Reaction SMILES: Br[C:2]1[CH:7]=[CH:6][C:5]([Br:8])=[CH:4][CH:3]=1.[Mg].[C:10]([C:12]1[CH:17]=[CH:16][CH:15]=[CH:14][N:13]=1)#N.Cl.C([O:21]CC)C>>[N:13]1[CH:14]=[CH:15][CH:16]=[CH:17][C:12]=1[C:10]([C:2]1[CH:7]=[CH:6][C:5]([Br:8])=[CH:4][CH:3]=1)=[O:21]. Procedure: To a stirred solution of 1,4-dibromobenzene (70 g) in diethyl ether (200 mL) was added magnesium turnings (8.66 g) at ambient temperature under an N2 atmosphere. After 15 minutes the mixture began to reflux. The reaction mixture was stirred for 5 hours. Stirring was then ceased and after some solids settled to the bottom, the solution was transferred via a cannula into a stirred mixture of 2-cyanopyridine (34.32 g) in diethyl ether (100 mL) at 0° C. The mixture was stired overnight. The mixture ... The reactants are [H-].[Al+3].[Li+].[H-].[H-].[H-] (Lithium aluminium hydride), C(C)(C)C1=NN(C=C1C(=O)OC)CC1=CC=C(C=C1)OCC=1N=C(OC1C)C1=CC=CC=C1 (methyl 3-isopropyl-1-[4-(5-methyl-2-phenyl-4-oxazolylmethoxy)benzyl]-1H-pyrazole-4-carboxylate), O (water). Run in O1CCCC1 (tetrahydrofuran). Conditions: time 30 minute. The product is C(C)(C)C1=NN(C=C1CO)CC1=CC=C(C=C1)OCC=1N=C(OC1C)C1=CC=CC=C1 ([3-isopropyl-1-[4-(5-methyl-2-phenyl-4-oxazolylmethoxy)benzyl]-1H-pyrazol-4-yl]methanol). The yield is 97.0%. Reaction SMILES: [H-].[Al+3].[Li+].[H-].[H-].[H-].[CH:7]([C:10]1[C:14]([C:15](OC)=[O:16])=[CH:13][N:12]([CH2:19][C:20]2[CH:25]=[CH:24][C:23]([O:26][CH2:27][C:28]3[N:29]=[C:30]([C:34]4[CH:39]=[CH:38][CH:37]=[CH:36][CH:35]=4)[O:31][C:32]=3[CH3:33])=[CH:22][CH:21]=2)[N:11]=1)([CH3:9])[CH3:8].O>O1CCCC1>[CH:7]([C:10]1[C:14]([CH2:15][OH:16])=[CH:13][N:12]([CH2:19][C:20]2[CH:21]=[CH:22][C:23]([O:26][CH2:27][C:28]3[N:29]=[C:30]([C:34]4[CH:39]=[CH:38][CH:37]=[CH:36][CH:35]=4)[O:31][C:32]=3[CH3:33])=[CH:24][CH:25]=2)[N:11]=1)([CH3:9])[CH3:8] |f:0.1.2.3.4.5|. Procedure: Lithium aluminium hydride (0.58 g) was added to a solution of methyl 3-isopropyl-1-[4-(5-methyl-2-phenyl-4-oxazolylmethoxy)benzyl]-1H-pyrazole-4-carboxylate (9.02 g) in tetrahydrofuran (50 ml) at 0° C., and the mixture was stirred at room temperature for 30 minutes. After water was added to the reaction mixture, the precipitate was removed by filtration and the filtrate was extracted with ethyl acetate. The ethyl acetate layer was washed with saturated aqueous sodium chloride solution, dried (Mg... Reactants: ClC1=CC(=NC2=CC=C(C=C12)C)N1CCS(C2=C(C1)C=CC=C2)(=O)=O (4-(4-chloro-6-methylquinolin-2-yl)-2,3,4,5-tetrahydro-1,4-benzothiazepine 1,1-dioxide), NC1(COC1)CCO (3-aminooxetan-3-ethanol). The product is O=S1(CCN(CC2=C1C=CC=C2)C2=NC1=CC=C(C=C1C(=C2)NC2(COC2)CCO)C)=O (3-{[2-(1,1-Dioxido-2,3-dihydro-1,4-benzothiazepin-4(5H)-yl)-6-methylquinolin-4-yl]amino}oxetan-3-ethanol). As a reaction SMILES: Cl[C:2]1[C:11]2[C:6](=[CH:7][CH:8]=[C:9]([CH3:12])[CH:10]=2)[N:5]=[C:4]([N:13]2[CH2:19][C:18]3[CH:20]=[CH:21][CH:22]=[CH:23][C:17]=3[S:16](=[O:25])(=[O:24])[CH2:15][CH2:14]2)[CH:3]=1.[NH2:26][C:27]1([CH2:31][CH2:32][OH:33])[CH2:30][O:29][CH2:28]1>>[O:24]=[S:16]1(=[O:25])[C:17]2[CH:23]=[CH:22][CH:21]=[CH:20][C:18]=2[CH2:19][N:13]([C:4]2[CH:3]=[C:2]([NH:26][C:27]3([CH2:31][CH2:32][OH:33])[CH2:30][O:29][CH2:28]3)[C:11]3[C:6](=[CH:7][CH:8]=[C:9]([CH3:12])[CH:10]=3)[N:5]=2)[CH2:14][CH2:15]1. Reported procedure: The title compound was prepared in analogy to Example 5-1 in Scheme 5 by using 4-(4-chloro-6-methylquinolin-2-yl)-2,3,4,5-tetrahydro-1,4-benzothiazepine 1,1-dioxide (prepared in analogy to the one in Example 2-1) and 3-aminooxetan-3-ethanol. MS obsd. (ESI+) [(M+H)+] 454, 1H NMR (400 MHz, DMSO-d6) δ ppm 7.97 (d, 1 H), 7.89 (d, 1 H), 7.64 (t, 1 H), 7.55 (s, 1 H), 7.49-7.42 (m, 2 H), 7.35-7.32 (m, 1 H), 6.63 (s, 1 H), 5.15 (s, 2 H), 4.50 (d, 2 H), 4.41 (brs, 2 H), 4.39 (d, 4 H), 3.66 (d, 2 H), 2.33...